describe an organic reaction: reactants, conditions, products, and yield From a dataset of the Open Reaction Database (ORD), a public repository of structured organic reaction records. The yield is 70.0%. The product is C(C)(C)C1=NC(=C(C(=C1CO)C1=CC=C(C=C1)F)CSC1=CC=C(C=C1)[N+](=O)[O-])C(C)C (2,6-Diisopropyl-3-hydroxymethyl-4-(4-fluorophenyl)-5-[(4-nitrophenyl)thio]methylpyridine), solid. Solvent: C1CCOC1 (THF). Reported procedure: The intermediate obtained in Step B (200 mg, 0.40 mmol) was dissolved in anhydrous THF (5 mL), stirred under argon at room temperature and treated with 4-nitrothiophenol (118 mg, 0.6 mmol, 80% tech. grade) and N-methylmorpholine (0.2 mL, 1.8 mmol). The reaction mixture was allowed to stir at reflux for 18 hr, then cooled to room temperature. The mixture was treated with tetrabutylammonium fluoride (0.8 mL, 0.8 mmol, 1.0M in THF) and allowed to stir at room temperature for 24 hr. The solvent was ... The reactants are C(C)(C)C1=NC(=C(C(=C1CBr)C1=CC=C(C=C1)F)CO[Si](C)(C)C(C)(C)C)C(C)C (2,6-Diisopropyl-3-bromomethyl-4-(4fluorophenyl)-5-[(t-butyldimethylsiloxy)methyl]pyridine), [F-].C(CCC)[N+](CCCC)(CCCC)CCCC (tetrabutylammonium fluoride), [N+](=O)([O-])C1=CC=C(C=C1)S (4-nitrothiophenol), CN1CCOCC1 (N-methylmorpholine). RXN SMILES: [CH:1]([C:4]1[C:9]([CH2:10]Br)=[C:8]([C:12]2[CH:17]=[CH:16][C:15]([F:18])=[CH:14][CH:13]=2)[C:7]([CH2:19][O:20][Si](C(C)(C)C)(C)C)=[C:6]([CH:28]([CH3:30])[CH3:29])[N:5]=1)([CH3:3])[CH3:2].[N+:31]([C:34]1[CH:39]=[CH:38][C:37]([SH:40])=[CH:36][CH:35]=1)([O-:33])=[O:32].CN1CCOCC1.[F-].C([N+](CCCC)(CCCC)CCCC)CCC>C1COCC1>[CH:28]([C:6]1[C:7]([CH2:19][OH:20])=[C:8]([C:12]2[CH:13]=[CH:14][C:15]([F:18])=[CH:16][CH:17]=2)[C:9]([CH2:10][S:40][C:37]2[CH:38]=[CH:39][C:34]([N+:31]([O-:33])=[O:32])=[CH:35][CH:36]=2)=[C:4]([CH:1]([CH3:3])[CH3:2])[N:5]=1)([CH3:29])[CH3:30] |f:3.4|. Reactants: ClC1=CC(=C(N=N1)NC)C1=C(C=CC=C1)C ((6-chloro-4-o-tolyl-pyridazin-3-yl)-methyl-amine), C(C)(C)(C)OC(=O)CCCS(=O)(=O)C=1C=C(C(=O)O)C=C(C1)C(F)(F)F (3-(3-tert-butoxycarbonyl-propane-1-sulfonyl)-5-trifluoromethyl-benzoic acid). The solvent is CCCCCCC.C(C)(=O)OCC (n-heptane ethyl acetate). Product: C(C)(C)(C)OC(CCCS(=O)(=O)C1=CC(=CC(=C1)C)C(N(C)C=1N=NC(=CC1C1=C(C=CC=C1)C)Cl)=O)=O (4-{3-[(6-Chloro-4-o-tolyl-pyridazin-3-yl)-methyl-carbamoyl]-5-methyl-benzenesulfonyl}-butyric acid tert-butyl ester). Yield: 14.0%. As a reaction SMILES: [Cl:1][C:2]1[N:7]=[N:6][C:5]([NH:8][CH3:9])=[C:4]([C:10]2[CH:15]=[CH:14][CH:13]=[CH:12][C:11]=2[CH3:16])[CH:3]=1.[C:17]([O:21][C:22]([CH2:24][CH2:25][CH2:26][S:27]([C:30]1[CH:31]=[C:32]([CH:36]=[C:37]([C:39](F)(F)F)[CH:38]=1)[C:33](O)=[O:34])(=[O:29])=[O:28])=[O:23])([CH3:20])([CH3:19])[CH3:18]>CCCCCCC.C(OCC)(=O)C>[C:17]([O:21][C:22](=[O:23])[CH2:24][CH2:25][CH2:26][S:27]([C:30]1[CH:38]=[C:37]([CH3:39])[CH:36]=[C:32]([C:33](=[O:34])[N:8]([C:5]2[N:6]=[N:7][C:2]([Cl:1])=[CH:3][C:4]=2[C:10]2[CH:15]=[CH:14][CH:13]=[CH:12][C:11]=2[CH3:16])[CH3:9])[CH:31]=1)(=[O:29])=[O:28])([CH3:18])([CH3:19])[CH3:20] |f:2.3|. Procedure details: The title compound was prepared in analogy to example 1, from (6-chloro-4-o-tolyl-pyridazin-3-yl)-methyl-amine (example 4, intermediate a) and 3-(3-tert-butoxycarbonyl-propane-1-sulfonyl)-5-trifluoromethyl-benzoic acid after a reaction time of 18 hours and using a gradient of n-heptane:ethyl acetate (100:0 to 30:70) for the chromatographic purification. Another purification step using preparative HPLC (Gemini NX column) with a gradient of methanol:water with 0.05% formic acid (80:20 to 98:2) yie... Yields the product C1(CC1)C1=CC(=NN1)N(C1=NC(=CC=C1)N)CC1=CC=C(C=C1)F (N-(5-Cyclopropyl-1H-pyrazol-3-yl)-N-(4-fluorobenzyl)pyridine-2,6-diamine). Yield: 2.0%. Reaction SMILES: C1(C2C=CC=CC=2)C=CC=CC=1C(P(C)C)P(C)C.CC(C)([O-])C.[Na+].N#N.F[C:29]1[CH:30]=[C:31](CNC(=O)C)[C:32]([NH:45][C@H:46]([C:48]2[CH:53]=[CH:52][C:51]([F:54])=[CH:50][CH:49]=2)C)=[N:33][C:34]=1[NH:35]C1C=C(OC(C)C)NN=1.[CH:60]1([C:63]2[NH:67][N:66]=[C:65](N)[CH:64]=2)[CH2:62][CH2:61]1>C1(C)C=CC=CC=1.CC([O-])=O.CC([O-])=O.[Pd+2]>[CH:60]1([C:63]2[NH:67][N:66]=[C:65]([N:45]([CH2:46][C:48]3[CH:49]=[CH:50][C:51]([F:54])=[CH:52][CH:53]=3)[C:32]3[CH:31]=[CH:30][CH:29]=[C:34]([NH2:35])[N:33]=3)[CH:64]=2)[CH2:62][CH2:61]1 |f:1.2,7.8.9|. Procedure details: To a flask was added Pd(OAc)2 (22.4 mg, 0.1 mmol), (biphenyl-2-ylmethylene)bis(dimethylphosphine) (60 mg, 0.2 mmol) and sodium tert-butoxide (240 mg, 2.5 mmol). The flask was sealed and refilled with N2. To the mixture was added a solution of 6-bromo-N-(4-fluorobenzyl)pyridin-2-amine (Method 19; 281 mg, 1.0 mmol) and 5-cyclopropyl-1H-pyrazol-3-amine (123 mg, 1.0 mmol) in toluene (5 ml). The reaction mixture was heated at 110° C. overnight. The solvent was removed and EtOAc was added and the mixt... The solvent is C1(=CC=CC=C1)C (toluene). Conditions: temperature 110 celsius. The reactants are C1(=C(C=CC=C1)C(P(C)C)P(C)C)C1=CC=CC=C1 ((biphenyl-2-ylmethylene)bis(dimethylphosphine)), CC(C)([O-])C.[Na+] (sodium tert-butoxide), FC=1C=C(C(=NC1NC1=NNC(=C1)OC(C)C)N[C@@H](C)C1=CC=C(C=C1)F)CNC(C)=O ((S)—N-((5-Fluoro-2-(1-(4-fluorophenyl)ethylamino)-6-(5-isopropoxy-1H-pyrazol-3-ylamino)pyridin-3-yl)methyl)acetamide), C1(CC1)C1=CC(=NN1)N (5-cyclopropyl-1H-pyrazol-3-amine), N#N (N2). Reagents/catalysts: CC(=O)[O-].CC(=O)[O-].[Pd+2] (Pd(OAc)2). Starting materials: [H-].[Na+] (sodium hydride), N1C=CC2=CC=CC=C12 (indole), BrCCO[Si](C)(C)C(C)(C)C ((2-bromoethoxy)-tert-butyldimethylsilane). Run in hexanes, CN(C=O)C (N,N-dimethylformamide). Reaction conditions: temperature 20 celsius, time 15 minute. Product: [Si](C)(C)(C(C)(C)C)OCCN1C=CC2=CC=CC(=C12)C(C)O[Si](C)(C)C(C)(C)C (1-(2-(tert-butyldimethylsilyloxy)eth-1-yl)-7-(1-(tert-butyldimethylsilyloxy)eth-1-yl)indole). Yield: 89.0%. Reaction SMILES: [H-].[Na+].[NH:3]1[C:11]2[C:6](=[CH:7][CH:8]=[CH:9][CH:10]=2)[CH:5]=[CH:4]1.Br[CH2:13][CH2:14][O:15][Si:16]([C:19]([CH3:22])([CH3:21])[CH3:20])([CH3:18])[CH3:17]>CN(C)C=O>[Si:16]([O:15][CH2:14][CH2:13][N:3]1[C:11]2[C:6](=[CH:7][CH:8]=[CH:9][C:10]=2[CH:14]([O:15][Si:16]([C:19]([CH3:22])([CH3:21])[CH3:20])([CH3:18])[CH3:17])[CH3:13])[CH:5]=[CH:4]1)([C:19]([CH3:22])([CH3:21])[CH3:20])([CH3:18])[CH3:17] |f:0.1|. Procedure: Add sodium hydride (2.75 g, 24 mmol, 35% in mineral oil) to 1-(tert-butyldimethylsilyloxy)eth-1-yl)indole (5.5 g, 20 mmol) in N,N-dimethylformamide (50 ml) and stir for 15 minutes at 20° C. Add (2-bromoethoxy)-tert-butyldimethylsilane and stir at 20° C. for 4 hours. Dilute with hexanes. Wash with 0.25 M aqueous sodium bicarbonate followed by saturated aqueous sodium chloride. Dry over magnesium sulfate and concentrate under reduced pressure. Subject the residue to silica gel chromatography, elut...